describe an organic reaction: reactants, conditions, products, and yield From a dataset of the Open Reaction Database (ORD), a public repository of structured organic reaction records. The reactants are BrC=1C=C2C=3N(C(C(NC3C1)=O)=O)C(CC2)CC(=O)O (9-bromo-5-carboxymethyl-6,7-dihydro- 1H, 5H-pyrido[1,2,3-de]quinoxaline-2,3-dione), [N+](=O)([O-])C1=CC=C(N)C=C1 (p-nitroaniline). The product is BrC=1C=C2C=3N(C(C(NC3C1)=O)=O)C(CC2)CC(NC2=CC=C(C=C2)[N+](=O)[O-])=O (9-Bromo-5-(p-nitrophenylcarbamoylmethyl)-6,7-dihydro-1H, 5H-pyrido[1,2,3-de]quinoxaline-2,3-dione). Yield: 34.8%. RXN SMILES: [Br:1][C:2]1[CH:3]=[C:4]2[CH2:16][CH2:15][CH:14]([CH2:17][C:18](O)=[O:19])[N:6]3[C:7](=[O:13])[C:8](=[O:12])[NH:9][C:10]([CH:11]=1)=[C:5]23.[N+:21]([C:24]1[CH:30]=[CH:29][C:27]([NH2:28])=[CH:26][CH:25]=1)([O-:23])=[O:22]>>[Br:1][C:2]1[CH:3]=[C:4]2[CH2:16][CH2:15][CH:14]([CH2:17][C:18](=[O:19])[NH:28][C:27]3[CH:29]=[CH:30][C:24]([N+:21]([O-:23])=[O:22])=[CH:25][CH:26]=3)[N:6]3[C:7](=[O:13])[C:8](=[O:12])[NH:9][C:10]([CH:11]=1)=[C:5]23. Procedure details: A procedure similar to that described in Example 52 was carried out with 9-bromo-5-carboxymethyl-6,7-dihydro- 1H, 5H-pyrido[1,2,3-de]quinoxaline-2,3-dione (170 mg, 0.5 mmol) and p-nitroaniline (70 mg, 0.51 mmol) to give 80 mg of the title compound (35%): mp>270° C.; 1H NMR (270 MHz, DMSO-d6) δ12.07 (s, 1H), 10.65 (s, 1H), 8.23 (d, 2H, J=9.2 Hz), 7.30 (d, 2H, J=9.2 Hz), 7.24 (bs, 1H), 7.18 (bs, 1H), 5.20~5.29 (m, 1H), 3.04 (ddd, 1H, J=17.1, 13.5, 4.5 Hz), 2.83 (dm, 1H, J=17.1 Hz), 2.68 (d, 2H, J=... Starting materials: OCC1=Cc2cc(Br)ccc2CCC1, CS(=O)(=O)Cl, CCOCC, CCN(C(C)C)C(C)C, ClCCl. Yields the product ClCC1=Cc2cc(Br)ccc2CCC1. RXN SMILES: [Br:1][c:2]1[cH:3][cH:4][c:5]2[c:6]([cH:14]1)[CH:7]=[C:8]([CH2:12][OH:13])[CH2:9][CH2:10][CH2:11]2.[CH3:24][S:25]([Cl:26])(=[O:27])=[O:28].[CH3:29][CH2:30][O:31][CH2:32][CH3:33].[CH:15]([N:16]([CH2:17][CH3:18])[CH:19]([CH3:20])[CH3:21])([CH3:22])[CH3:23].[Cl:34][CH2:35][Cl:36]>>[Br:1][c:2]1[cH:3][cH:4][c:5]2[c:6]([cH:14]1)[CH:7]=[C:8]([CH2:12][Cl:26])[CH2:9][CH2:10][CH2:11]2. The reactants are C1COCCN1, CCN=C=NCCCN(C)C, CN(C)C=O, Cl, O=C(O)CNC(=O)N1CCN2C(=O)OC(c3ccccc3)(c3ccccc3)C2C1, O, On1nnc2ccccc21. The product is O=C(CNC(=O)N1CCN2C(=O)OC(c3ccccc3)(c3ccccc3)C2C1)N1CCOCC1. RXN SMILES: [CH2:30]1[CH2:31][O:32][CH2:33][CH2:34][NH:35]1.[CH2:37]([N:38]=[C:39]=[N:40][CH2:41][CH2:42][CH2:43][N:44]([CH3:45])[CH3:46])[CH3:47].[CH3:58][N:59]([CH3:60])[CH:61]=[O:62].[ClH:36].[O:1]=[C:2]1[O:3][C:4]([c:18]2[cH:19][cH:20][cH:21][cH:22][cH:23]2)([c:24]2[cH:25][cH:26][cH:27][cH:28][cH:29]2)[CH:5]2[N:6]1[CH2:7][CH2:8][N:9]([C:11](=[O:12])[NH:13][CH2:14][C:15](=[O:16])[OH:17])[CH2:10]2.[OH2:63].[OH:48][n:49]1[c:50]2[cH:51][cH:52][cH:53][cH:54][c:55]2[n:56][n:57]1>>[O:1]=[C:2]1[O:3][C:4]([c:18]2[cH:19][cH:20][cH:21][cH:22][cH:23]2)([c:24]2[cH:25][cH:26][cH:27][cH:28][cH:29]2)[CH:5]2[N:6]1[CH2:7][CH2:8][N:9]([C:11](=[O:12])[NH:13][CH2:14][C:15](=[O:17])[N:35]1[CH2:30][CH2:31][O:32][CH2:33][CH2:34]1)[CH2:10]2. The reactants are COC(=O)c1ccc(C(F)(F)F)[nH]c1=O, O, O=P(Br)(Br)Br. Product: COC(=O)c1ccc(C(F)(F)F)nc1Br. RXN SMILES: [O:1]=[c:2]1[nH:3][c:4]([C:12]([F:13])([F:14])[F:15])[cH:5][cH:6][c:7]1[C:8](=[O:9])[O:10][CH3:11].[OH2:21].[P:16]([Br:17])([Br:18])([Br:19])=[O:20]>>[c:2]1([Br:18])[n:3][c:4]([C:12]([F:13])([F:14])[F:15])[cH:5][cH:6][c:7]1[C:8](=[O:9])[O:10][CH3:11]. Starting materials: N1N=NN=C1C1=CC=CC=C1 ((tetrazol-5-yl)benzene), S(=O)([O-])[O-].[Na+].[Na+] (sodium sulfite), C(CCC)[Li] (n-butyllithium), BrBr (bromine). Solvent: C1CCOC1 (THF). Run at temperature -60 celsius, time 30 minute. The product is BrC1=C(C=CC=C1)C1=NN=NN1 (2-Bromo-1-(tetrazol-5-yl)benzene). As a reaction SMILES: [NH:1]1[C:5]([C:6]2[CH:11]=[CH:10][CH:9]=[CH:8][CH:7]=2)=[N:4][N:3]=[N:2]1.C([Li])CCC.[Br:17]Br.S([O-])([O-])=O.[Na+].[Na+]>C1COCC1>[Br:17][C:7]1[CH:8]=[CH:9][CH:10]=[CH:11][C:6]=1[C:5]1[NH:1][N:2]=[N:3][N:4]=1 |f:3.4.5|. Reported procedure: To (tetrazol-5-yl)benzene (0.29 g) in THF (10 ml) at -25° C. was slowly added n-butyllithium (2 mL, 2.5M in hexanes) while maintaining the reaction temperature below -15° C. When the addition was over in 10 to 15 minutes, the mixture was aged at -10° C. for 30 minutes. The reaction mixture was cooled to -60° C. and bromine (0.2 mL) was added dropwise. To the reaction mixture was added aqueous 10% sodium sulfite (5 mL). An HPLC assay showed a starting material/products ratio of 3.5/96.5. The prod...